This data is from the Open Reaction Database (ORD), a public repository of structured organic reaction records. The task is: describe an organic reaction: reactants, conditions, products, and yield The reactants are N1=CC=C(C=C1)C=CC(=O)O (3-(4-pyridyl)-acrylic acid), [H][H] (hydrogen). Reagents/catalysts: [Pt](=O)=O (platinum dioxide). The solvent is C(C)(=O)O (acetic acid). Yields the product N1CCC(CC1)CCC(=O)O (3-(4-Piperidinyl)-propionic acid). Reaction SMILES: [N:1]1[CH:6]=[CH:5][C:4]([CH:7]=[CH:8][C:9]([OH:11])=[O:10])=[CH:3][CH:2]=1.[H][H]>[Pt](=O)=O.C(O)(=O)C>[NH:1]1[CH2:6][CH2:5][CH:4]([CH2:7][CH2:8][C:9]([OH:11])=[O:10])[CH2:3][CH2:2]1. Reported procedure: 50 g (0.335 mol) of 3-(4-pyridyl)-acrylic acid are hydrogenated in 800 ml of 50% strength acetic acid with the addition of 10 g of platinum dioxide as the catalyst at room temperature under a hydrogen pressure of 50 psi until the uptake of hydrogen has ended. After the catalyst has been filtered off, the filtrate is concentrated to dryness in vacuo and the residue which remains is crystallized from a little methanol, after addition of ether. Starting materials: C1OC=2C=C(C=CC2O1)C(C)=O (3′,4′-Methylenedioxyacetophenone), Cl.[N+](=O)([O-])C1=CC=C(CON)C=C1 (O-(4-Nitrobenzyl)hydroxylamine Hydrochloride). Product: [N+](=O)([O-])C1=CC=C(CO\N=C(/C)\C2=CC3=C(C=C2)OCO3)C=C1 ((E)-3′,4′-Methylenedioxyacetophenone O-4-Nitrobenzyl Oxime). Yield: 87.0%. As a reaction SMILES: [CH2:1]1[O:9][C:8]2[CH:7]=[CH:6][C:5]([C:10](=O)[CH3:11])=[CH:4][C:3]=2[O:2]1.Cl.[N+:14]([C:17]1[CH:25]=[CH:24][C:20]([CH2:21][O:22][NH2:23])=[CH:19][CH:18]=1)([O-:16])=[O:15]>>[N+:14]([C:17]1[CH:18]=[CH:19][C:20]([CH2:21][O:22]/[N:23]=[C:10](/[C:5]2[CH:6]=[CH:7][C:8]3[O:9][CH2:1][O:2][C:3]=3[CH:4]=2)\[CH3:11])=[CH:24][CH:25]=1)([O-:16])=[O:15] |f:1.2|. Reported procedure: 3′,4′-Methylenedioxyacetophenone (22) (150 mg, 0.914 mmol) was condensed with compound 19 (206 mg, 1.01 mmol) according to the general procedure II-A defined above. After being heated for 3 h the reaction mixture was cooled and the resulting solid filtered off and washed with cold isopropanol (3.0 mL) to afford the title compound CP30255 (250 mg, 87%) as a yellow solid, m.p. 158.7-160.5° C. The reactants are ON1N=CC(=C1)C1=CC=C(C=C1)OC (1-hydroxy-4-(4-methoxyphenyl)pyrazole), CN(C(=O)Cl)C1=CC=CC=C1 (N-methyl-N-phenylcarbamoyl chloride). Yields the product COC1=CC=C(C=C1)C=1C=NN(C1)OC(N(C1=CC=CC=C1)C)=O (Methyl-phenyl-carbamic acid 4-(4-methoxy-phenyl)-pyrazol-1-yl ester). Reaction SMILES: [OH:1][N:2]1[CH:6]=[C:5]([C:7]2[CH:12]=[CH:11][C:10]([O:13][CH3:14])=[CH:9][CH:8]=2)[CH:4]=[N:3]1.[CH3:15][N:16]([C:20]1[CH:25]=[CH:24][CH:23]=[CH:22][CH:21]=1)[C:17](Cl)=[O:18]>>[CH3:14][O:13][C:10]1[CH:9]=[CH:8][C:7]([C:5]2[CH:4]=[N:3][N:2]([O:1][C:17](=[O:18])[N:16]([CH3:15])[C:20]3[CH:25]=[CH:24][CH:23]=[CH:22][CH:21]=3)[CH:6]=2)=[CH:12][CH:11]=1. Procedure details: The title compound was prepared from 1-hydroxy-4-(4-methoxyphenyl)pyrazole and N-methyl-N-phenylcarbamoyl chloride applying the general procedure 8. The crude product was purified by flash chromatography (Quad flash 12, EtOAc-heptane) (6%, oil). The reactants are BrC=1C=C2C=NNC2=C(C1)C (5-bromo-7-methyl-1H-indazole), CC(C)([O-])C.[K+] (potassium-tert-butoxide), IC (iodomethane). Run in C1CCOC1 (THF). Yields the product BrC=1C=C2C=NN(C2=C(C1)C)C (5-bromo-1,7-dimethyl-1H-indazole). RXN SMILES: [Br:1][C:2]1[CH:3]=[C:4]2[C:8](=[C:9]([CH3:11])[CH:10]=1)[NH:7][N:6]=[CH:5]2.[CH3:12]C(C)([O-])C.[K+].IC>C1COCC1>[Br:1][C:2]1[CH:3]=[C:4]2[C:8](=[C:9]([CH3:11])[CH:10]=1)[N:7]([CH3:12])[N:6]=[CH:5]2 |f:1.2|. Reported procedure: 2.11 g (10.0 mmol) 5-bromo-7-methyl-1H-indazole and 1.20 g (10.7 mmol) potassium-tert-butoxide in 50 mL THF were stirred overnight with 0.700 mL (11.2 mmol) iodomethane at RT. Then the precipitate was filtered off and the filtrate was evaporated down i. vac. The residue was purified by flash chromatography.